This data is from the Open Reaction Database (ORD), a public repository of structured organic reaction records. The task is: describe an organic reaction: reactants, conditions, products, and yield Reactants: CN(CCN(S(=O)(=O)C=1SC(=CC1)C1=NC=NC2=CC=C(C=C12)Br)C)C (5-(6-bromoquinazolin-4-yl)-thiophen-2-sulfonic acid (2-dimethylaminoethyl)-methyl-amide), FC1=CC=C(C=C1)C1=NN(C=C1B(O)O)C(C1=CC=CC=C1)(C1=CC=CC=C1)C1=CC=CC=C1 (3-(4-fluorophenyl)-1-trityl-1H-4-pyrazolylboronic acid). Product: CN(CCN(S(=O)(=O)C=1SC(=CC1)C1=NC=NC2=CC=C(C=C12)C=1C(=NN(C1)C(C1=CC=CC=C1)(C1=CC=CC=C1)C1=CC=CC=C1)C1=CC=C(C=C1)F)C)C (5-{6-[3-(4-Fluorophenyl)-1-trityl-1H-pyrazol-4-yl]quinazolin-4-yl}thiophen-2-sulfonic acid (2-dimethylaminoethyl)methylamide). Yield: 29.5%. Reaction SMILES: [CH3:1][N:2]([CH3:26])[CH2:3][CH2:4][N:5]([CH3:25])[S:6]([C:9]1[S:10][C:11]([C:14]2[C:23]3[C:18](=[CH:19][CH:20]=[C:21](Br)[CH:22]=3)[N:17]=[CH:16][N:15]=2)=[CH:12][CH:13]=1)(=[O:8])=[O:7].[F:27][C:28]1[CH:33]=[CH:32][C:31]([C:34]2[C:38](B(O)O)=[CH:37][N:36]([C:42]([C:55]3[CH:60]=[CH:59][CH:58]=[CH:57][CH:56]=3)([C:49]3[CH:54]=[CH:53][CH:52]=[CH:51][CH:50]=3)[C:43]3[CH:48]=[CH:47][CH:46]=[CH:45][CH:44]=3)[N:35]=2)=[CH:30][CH:29]=1>>[CH3:1][N:2]([CH3:26])[CH2:3][CH2:4][N:5]([CH3:25])[S:6]([C:9]1[S:10][C:11]([C:14]2[C:23]3[C:18](=[CH:19][CH:20]=[C:21]([C:38]4[C:34]([C:31]5[CH:30]=[CH:29][C:28]([F:27])=[CH:33][CH:32]=5)=[N:35][N:36]([C:42]([C:49]5[CH:54]=[CH:53][CH:52]=[CH:51][CH:50]=5)([C:55]5[CH:60]=[CH:59][CH:58]=[CH:57][CH:56]=5)[C:43]5[CH:44]=[CH:45][CH:46]=[CH:47][CH:48]=5)[CH:37]=4)[CH:22]=3)[N:17]=[CH:16][N:15]=2)=[CH:12][CH:13]=1)(=[O:8])=[O:7]. Procedure: 131 mg 5-(6-bromoquinazolin-4-yl)-thiophen-2-sulfonic acid (2-dimethylaminoethyl)-methyl-amide (compound in Production Example 376) and 168 mg 3-(4-fluorophenyl)-1-trityl-1H-4-pyrazolylboronic acid (compound in Production Example 25) were subjected to the same reaction as in Example 9, and the isomer was separated and purified by a column to give 66 mg of the title compound as yellow crystals. Reactants: [H-].[Na+] (sodium hydride), C(C)(C)C(C(=O)N)(N1C(C2=CC=CC=C2C1=O)=O)C ((-)-α-isopropyl-α-methyl-1,3-dioxo-2-isoindolineacetamide). Yields the product C(C)(C)C1(C(N=C2N1C(C1=CC=CC=C21)=O)=O)C ((+)-3-isopropyl-3-methyl-5H-imidazo[2,1-a] isoindole-2(3H),5-dione). As a reaction SMILES: [H-].[Na+].[CH:3]([C:6]([CH3:21])([N:10]1[C:18](=[O:19])[C:17]2[C:12](=[CH:13][CH:14]=[CH:15][CH:16]=2)[C:11]1=O)[C:7]([NH2:9])=[O:8])([CH3:5])[CH3:4]>>[CH:3]([C:6]1([CH3:21])[N:10]2[C:18](=[O:19])[C:17]3[C:12]([C:11]2=[N:9][C:7]1=[O:8])=[CH:13][CH:14]=[CH:15][CH:16]=3)([CH3:5])[CH3:4] |f:0.1|. Procedure: Following the procedure described in Example 1 and sodium hydride as the base, but substituting (-)-α-isopropyl-α-methyl-1,3-dioxo-2-isoindolineacetamide for the racemic compound, the product (+)-3-isopropyl-3-methyl-5H-imidazo[2,1-a] isoindole-2(3H),5-dione is obtained, melting point 137.5°-139° C, [α]D25 +64.54 (THF, C 0.097). Starting materials: NC(CCC(=O)O)C(=O)O, O=CC(O)C(O)C(O)CO. Yields the product O=C(O)CCC(NCC(O)C(O)C(O)CO)C(=O)O. Reaction SMILES: [NH2:11][CH:12]([CH2:13][CH2:14][C:15](=[O:16])[OH:17])[C:18](=[O:19])[OH:20].[O:1]=[CH:2][CH:3]([OH:4])[CH:5]([OH:6])[CH:7]([OH:8])[CH2:9][OH:10]>>[CH2:2]([CH:3]([OH:4])[CH:5]([OH:6])[CH:7]([OH:8])[CH2:9][OH:10])[NH:11][CH:12]([CH2:13][CH2:14][C:15](=[O:16])[OH:17])[C:18](=[O:19])[OH:20]. The reactants are CC(=O)O, CCO, COc1cc(COc2ccccc2OS(=O)(=O)c2ccc(C)cc2)cc(OC)c1, [K+], [OH-], O. Product: COc1cc(COc2ccccc2O)cc(OC)c1. Reaction SMILES: [CH3:32][C:33](=[O:34])[OH:35].[CH3:36][CH2:37][OH:38].[CH3:3][O:4][c:5]1[cH:6][c:7]([CH2:8][O:9][c:10]2[c:11]([O:16][S:17]([c:18]3[cH:19][cH:20][c:21]([CH3:22])[cH:23][cH:24]3)(=[O:25])=[O:26])[cH:12][cH:13][cH:14][cH:15]2)[cH:27][c:28]([O:30][CH3:31])[cH:29]1.[K+:2].[OH-:1].[OH2:39]>>[CH3:3][O:4][c:5]1[cH:6][c:7]([CH2:8][O:9][c:10]2[c:11]([OH:16])[cH:12][cH:13][cH:14][cH:15]2)[cH:27][c:28]([O:30][CH3:31])[cH:29]1. Reactants: CCOC(=O)CCCn1cc(C(=O)c2cccc(NC(=O)OC(C)(C)C)c2)c2ccccc21, CI, [H-], [Na+], C1CCOC1. Yields the product CCOC(=O)CCCn1cc(C(=O)c2cccc(N(C)C(=O)OC(C)(C)C)c2)c2ccccc21. RXN SMILES: [C:1]([CH3:2])([CH3:3])([CH3:4])[O:5][C:6](=[O:7])[NH:8][c:9]1[cH:10][c:11]([C:12](=[O:13])[c:14]2[cH:15][n:16]([CH2:23][CH2:24][CH2:25][C:26](=[O:27])[O:28][CH2:29][CH3:30])[c:17]3[cH:18][cH:19][cH:20][cH:21][c:22]23)[cH:31][cH:32][cH:33]1.[CH3:36][I:37].[H-:34].[Na+:35].[O:38]1[CH2:39][CH2:40][CH2:41][CH2:42]1>>[C:1]([CH3:2])([CH3:3])([CH3:4])[O:5][C:6](=[O:7])[N:8]([c:9]1[cH:10][c:11]([C:12](=[O:13])[c:14]2[cH:15][n:16]([CH2:23][CH2:24][CH2:25][C:26](=[O:27])[O:28][CH2:29][CH3:30])[c:17]3[cH:18][cH:19][cH:20][cH:21][c:22]23)[cH:31][cH:32][cH:33]1)[CH3:36]. Starting materials: Cl[Si](Cl)(Cl)Cl (Tetrachlorosilane), C(C)OCC (diethyl ether), [Mg] (magnesium), BrC1=CC=C(C=C1)CCCC (1-bromo-4-butylbenzene), C(C)OCC (diethyl ether), C(C)OCC (diethyl ether), BrC1=CC=C(C=C1)CCCC (1-bromo-4-butylbenzene). The solvent is C1(=CC=CC=C1)C (toluene), C1(=CC=CC=C1)C (toluene). Conditions: time 8 hour. The product is C(CCC)C1=CC=C(C=C1)[Si](Cl)(Cl)Cl (4-Butylphenyl trichlorosilane), C(CCC)C1=CC=C(C=C1)[Si](Cl)(Cl)C1=CC=C(C=C1)CCCC (bis(4-butylphenyl)dichlorosilane). RXN SMILES: [Mg].Br[C:3]1[CH:8]=[CH:7][C:6]([CH2:9][CH2:10][CH2:11][CH3:12])=[CH:5][CH:4]=1.C(O[CH2:16][CH3:17])C.[Cl:18][Si:19]([Cl:22])([Cl:21])[Cl:20]>C1(C)C=CC=CC=1>[CH2:9]([C:6]1[CH:7]=[CH:8][C:3]([Si:19]([Cl:21])([Cl:20])[Cl:18])=[CH:4][CH:5]=1)[CH2:10][CH2:11][CH3:12].[CH2:9]([C:6]1[CH:7]=[CH:8][C:3]([Si:19]([C:3]2[CH:8]=[CH:7][C:6]([CH2:9][CH2:10][CH2:16][CH3:17])=[CH:5][CH:4]=2)([Cl:22])[Cl:18])=[CH:4][CH:5]=1)[CH2:10][CH2:11][CH3:12]. Reported procedure: A 3 L-volume four-necked flask equipped with a Dimroth condenser, a dropping funnel and a stirrer was charged with magnesium (15.7 g, 0.645 moles, in a flaky state), and the inside of the flask was purged with nitrogen. Diethyl ether (200 mL) was poured while keeping the inside of the flask at a positive pressure, and one piece of iodine was added while stirring. Furthermore, 1-bromo-4-butylbenzene (141.6 g, 0.665 moles) and diethyl ether (500 mL) were charged into the dropping funnel while keep...